This data is from the Open Reaction Database (ORD), a public repository of structured organic reaction records. The task is: describe an organic reaction: reactants, conditions, products, and yield Starting materials: Example 3 ( 3e ), aqueous solution, [OH-].[Na+] (sodium hydroxide), ClC=1C=C(C=CC1OC1=CC=CC=C1)C1=NC(=NO1)C1=C(C=C(S1)CN1CC(C1)C(=O)OC)CC (methyl 1-({5-[5-(3-chloro-4-phenoxyphenyl)-1,2,4-oxadiazol-3-yl]-4-ethyl-2-thienyl}methyl)azetidine-3-carboxylate), Example 15 ( 15c ). Product: ClC=1C=C(C=CC1OC1=CC=CC=C1)C1=NC(=NO1)C1=C(C=C(S1)CN1CC(C1)C(=O)O)CC (1-({5-[5-(3-Chloro-4-phenoxyphenyl)-1,2,4-oxadiazol-3-yl]-4-ethyl-2-thienyl}methyl)azetidine-3-carboxylic acid). The yield is 90.4%. Reaction SMILES: [Cl:1][C:2]1[CH:3]=[C:4]([C:15]2[O:19][N:18]=[C:17]([C:20]3[S:24][C:23]([CH2:25][N:26]4[CH2:29][CH:28]([C:30]([O:32]C)=[O:31])[CH2:27]4)=[CH:22][C:21]=3[CH2:34][CH3:35])[N:16]=2)[CH:5]=[CH:6][C:7]=1[O:8][C:9]1[CH:14]=[CH:13][CH:12]=[CH:11][CH:10]=1.[OH-].[Na+]>>[Cl:1][C:2]1[CH:3]=[C:4]([C:15]2[O:19][N:18]=[C:17]([C:20]3[S:24][C:23]([CH2:25][N:26]4[CH2:27][CH:28]([C:30]([OH:32])=[O:31])[CH2:29]4)=[CH:22][C:21]=3[CH2:34][CH3:35])[N:16]=2)[CH:5]=[CH:6][C:7]=1[O:8][C:9]1[CH:10]=[CH:11][CH:12]=[CH:13][CH:14]=1 |f:1.2|. Procedure: The title compound (0.13 g) was synthesized in a yield of 88% as a white crystalline solid by conducting the reaction similar to that mentioned in Example 3 (3e) using methyl 1-({5-[5-(3-chloro-4-phenoxyphenyl)-1,2,4-oxadiazol-3-yl]-4-ethyl-2-thienyl}methyl)azetidine-3-carboxylate (0.15 g, 0.29 mmol) that was obtained in Example 15 (15c) and a 1 N aqueous solution of sodium hydroxide (0.87 mL, 0.87 mmol).